Task: describe an organic reaction: reactants, conditions, products, and yield. Dataset: the Open Reaction Database (ORD), a public repository of structured organic reaction records The reactants are FC(F)(F)c1cncc(Br)c1, Cc1ccc(Nc2cccnc2)c(C(=O)Nc2ccn(C)n2)n1. Yields the product Cc1ccc(Nc2cncc(C(F)(F)F)c2)c(C(=O)Nc2ccn(C)n2)n1. RXN SMILES: [Br:24][c:25]1[cH:26][n:27][cH:28][c:29]([C:31]([F:32])([F:33])[F:34])[cH:30]1.[CH3:1][n:2]1[n:3][c:4]([NH:7][C:8](=[O:9])[c:10]2[n:11][c:12]([CH3:23])[cH:13][cH:14][c:15]2[NH:16][c:17]2[cH:18][n:19][cH:20][cH:21][cH:22]2)[cH:5][cH:6]1>>[CH3:1][n:2]1[n:3][c:4]([NH:7][C:8](=[O:9])[c:10]2[n:11][c:12]([CH3:23])[cH:13][cH:14][c:15]2[NH:16][c:17]2[cH:18][n:19][cH:20][c:21]([C:31]([F:32])([F:33])[F:34])[cH:22]2)[cH:5][cH:6]1. The product is C=C(C)C=1C=C2C=NNC2=CC1 (5-(prop-1-en-2-yl)-1H-indazole), N1N=CC2=CC=CC=C12 (1H-indazole). Reaction SMILES: [CH2:1]=[C:2](B(O)O)[CH3:3].Br[C:8]1[CH:9]=[C:10]2[C:14](=[CH:15][CH:16]=1)[NH:13][N:12]=[CH:11]2.C([O-])([O-])=O.[Cs+].[Cs+]>CN(C=O)C.O.C1C=CC(/C=C/C(/C=C/C2C=CC=CC=2)=O)=CC=1.C1C=CC(/C=C/C(/C=C/C2C=CC=CC=2)=O)=CC=1.[Pd].CC(C1C=C(C(C)C)C(C2C=CC=CC=2P(C2CCCCC2)C2CCCCC2)=C(C(C)C)C=1)C>[CH2:1]=[C:2]([C:8]1[CH:9]=[C:10]2[C:14](=[CH:15][CH:16]=1)[NH:13][N:12]=[CH:11]2)[CH3:3].[NH:13]1[C:14]2[C:10](=[CH:9][CH:8]=[CH:16][CH:15]=2)[CH:11]=[N:12]1 |f:2.3.4,7.8.9|. Conditions: temperature 130 celsius, time 8 hour. Reactants: C=C(C)B(O)O (prop-1-en-2-ylboronic acid), BrC=1C=C2C=NNC2=CC1 (5-bromo-1H-indazole), C(=O)([O-])[O-].[Cs+].[Cs+] (Cs2CO3). Yield: 298.8%. Procedure: A mixture of prop-1-en-2-ylboronic acid (1.2 g), 5-bromo-1H-indazole (1.0 g, 5.1 mmol), Pd(dba)2 (0.04 g, 0.07 mmol), X-phos (0.04 g, 0.08 mmol) and Cs2CO3 (3.0 g, 9.2 mmol) in a mixture of 30 mL of DMF and 5 mL of water was stirred at 130° C. under nitrogen for 8 hours. The solvent was removed under reduced pressure and the residue was purified by silica gel chromatography (200-300 mesh, eluting with a mixture of ethyl acetate and petroleum ether (1:5, v/v) to give a 2:3 mixture 5-(prop-1-en-2-... Reagents/catalysts: C=1C=CC(=CC1)/C=C/C(=O)/C=C/C2=CC=CC=C2.C=1C=CC(=CC1)/C=C/C(=O)/C=C/C2=CC=CC=C2.[Pd] (Pd(dba)2), CC(C)C1=CC(=C(C(=C1)C(C)C)C2=C(C=CC=C2)P(C3CCCCC3)C4CCCCC4)C(C)C (X-phos). Run in CN(C)C=O (DMF), O (water). Reactants: P(Br)(Br)Br (Phosphorus tribromide), COC(C1=C(C=CC=C1)NC1=C(C(=CC=C1)C(C)O)C)=O (2-[[3-(1-hydroxyethyl)-2-methylphenyl]amino]benzoic acid methyl ester), O1C(CCCC1)ON (O-tetrahydropyranylhydroxylamine). The reagents and catalysts are N1=CC=CC=C1 (pyridine). Solvent: CN(C=O)C (dimethylformamide). Conditions: time 1 hour. Product: COC(C1=C(C=CC=C1)NC1=C(C(=CC=C1)C(C)NO)C)=O (2-[[3-[1-(N-hydroxyamino)ethyl]-2-methylphenyl]amino]benzoic acid methyl ester). RXN SMILES: P(Br)(Br)Br.[CH3:5][O:6][C:7](=[O:25])[C:8]1[CH:13]=[CH:12][CH:11]=[CH:10][C:9]=1[NH:14][C:15]1[CH:20]=[CH:19][CH:18]=[C:17]([CH:21](O)[CH3:22])[C:16]=1[CH3:24].O1CCCCC1[O:32][NH2:33]>N1C=CC=CC=1.CN(C)C=O>[CH3:5][O:6][C:7](=[O:25])[C:8]1[CH:13]=[CH:12][CH:11]=[CH:10][C:9]=1[NH:14][C:15]1[CH:20]=[CH:19][CH:18]=[C:17]([CH:21]([NH:33][OH:32])[CH3:22])[C:16]=1[CH3:24]. Procedure: Phosphorus tribromide (4.2 mL, 1 M solution in dichloromethane) is added dropwise to a solution of 2-[[3-(1-hydroxyethyl)-2-methylphenyl]amino]benzoic acid methyl ester (2.0 g, 7.0 mmol) and pyridine (2 drops) in dicholoromethane (50 mL) at 0° C. After the reaction mixture is stirred at room temperature for 1 hour, it is poured into a solution of O-tetrahydropyranylhydroxylamine (8.2 g, 70 mmol) in dimethylformamide (50 mL). The dichloromethane is evaporated under reduced pressure, and the react... Reactants: COC(CCCC#CCC#CCC#CCC#CCOC1=CC(=CC=C1)C)=O (16-(m-methylphenoxy)hexadeca-5,8,11,14-tetraynoic acid methyl ester), CC1=CC=C(OCC#CCC#CCC#CCC#CCCCC(=O)O)C=C1 (16-(p-methylphenoxy)hexadeca-5,8,11,14-tetraynoic acid), O1C(CCCC1)OC1OCCCC1 (monotetrahydropyranyl ether), C(C(=O)O)(=O)O (oxalic acid). Run in C(C)(=O)OCC (ethyl acetate). Yields the product CC=1C=C(OCC#CCC#CCC#CCC#CCCCC(=O)O)C=CC1 (16-(m-methylphenoxy)-hexadeca-5,8,11,14-tetraynoicacid). As a reaction SMILES: C[O:2][C:3](=[O:27])[CH2:4][CH2:5][CH2:6][C:7]#[C:8][CH2:9][C:10]#[C:11][CH2:12][C:13]#[C:14][CH2:15][C:16]#[C:17][CH2:18][O:19][C:20]1[CH:25]=[CH:24][CH:23]=[C:22]([CH3:26])[CH:21]=1.CC1C=CC(OCC#CCC#CCC#CCC#CCCCC(O)=O)=CC=1.O1CCCCC1OC1CCCCO1.C(O)(=O)C(O)=O>C(OCC)(=O)C>[CH3:26][C:22]1[CH:21]=[C:20]([CH:25]=[CH:24][CH:23]=1)[O:19][CH2:18][C:17]#[C:16][CH2:15][C:14]#[C:13][CH2:12][C:11]#[C:10][CH2:9][C:8]#[C:7][CH2:6][CH2:5][CH2:4][C:3]([OH:27])=[O:2]. Reported procedure: 185 mg of 16-(m-methylphenoxy)hexadeca-5,8,11,14-tetraynoic acid methyl ester was treated with 21 ml of a pH 6.7 buffer solution (prepared as described in Example 1) and 1.98 g of Sigma Lipase, Type VII, from Candidacylindracea and sonicated for 30 minutes at room temperature. The reaction mixture was then transferred to a separatory funnel with ethyl acetate (200 ml) and acidified to pH ~3 with a saturated solution of oxalic acid. The organic layer was separated, dried over sodium sulfate and t... Starting materials: [N+](=O)([O-])C=1C=C(C(=O)OCC)C=CC1O (ethyl 3-nitro-4-hydroxybenzoate), [H][H] (hydrogen). Reagents/catalysts: [Pt]=O (platinum oxide). The solvent is C(C)(=O)OCC (ethyl acetate). Yields the product NC=1C=C(C(=O)OCC)C=CC1O (ethyl 3-amino-4-hydroxybenzoate). Yield: 106.0%. As a reaction SMILES: [N+:1]([C:4]1[CH:5]=[C:6]([CH:12]=[CH:13][C:14]=1[OH:15])[C:7]([O:9][CH2:10][CH3:11])=[O:8])([O-])=O.[H][H]>C(OCC)(=O)C.[Pt]=O>[NH2:1][C:4]1[CH:5]=[C:6]([CH:12]=[CH:13][C:14]=1[OH:15])[C:7]([O:9][CH2:10][CH3:11])=[O:8]. Procedure details: A mixture of 10.4 grams (0.05 mole) of ethyl 3-nitro-4-hydroxybenzoate, 0.3 gram of platinum oxide (catalyst) in 200 mL of ethyl acetate was shaken in a Parr hydrogenator until the theoretical amount of hydrogen gas was taken up. The mixture was filtered to remove the catalyst, and the filtrate was concentrated under reduced pressure, yielding 9.6 grams of ethyl 3-amino-4-hydroxybenzoate as a solid. The NMR spectrum was consistent with the proposed structure. This 3-amino derivative, 9.0 grams (... Starting materials: NCC(=O)O (glycine), alcohol, NCC(=O)O (Glycine), C(=O)(O)CC(CO)C(CO)CC(=O)O (2,3-bis-carboxymethyl-1,4-butanediol), COC=1C=CC(=CC1)C=O (anisaldehyde), [OH-].[Na+] (sodium hydroxide), [OH-].[Na+] (sodium hydroxide), [OH-].[Na+] (sodium hydroxide), [OH-].[Na+] (sodium hydroxide). Reagents/catalysts: C1=CC(=C[N+](=C1)[C@H]2[C@@H]([C@@H]([C@H](O2)COP(=O)([O-])OP(=O)(O)OC[C@@H]3[C@H]([C@H]([C@@H](O3)N4C=NC5=C4N=CN=C5N)O)O)O)O)C(=O)N (β-NAD+). Run in O (water), CC(=O)C (acetone), C(C)O (ethanol), C(Cl)Cl (methylene chloride). Yields the product C(=O)(O)C[C@H]1C(=O)OC[C@H]1CC(=O)O ((2R, 3S)-2,3-bis-carboxymethylbutyrolactone). Isolated yield 81.6%. Reaction SMILES: NCC(O)=O.[OH-].[Na+].[C:8]([CH2:11][CH:12]([CH:15]([CH2:18][C:19]([OH:21])=[O:20])[CH2:16][OH:17])[CH2:13][OH:14])([OH:10])=[O:9].COC1C=CC(C=O)=CC=1>O.CC(C)=O.C(O)C.C1C=[N+]([C@@H]2O[C@H](COP(OP(OC[C@H]3O[C@@H](N4C5N=CN=C(N)C=5N=C4)[C@H](O)[C@@H]3O)(O)=O)([O-])=O)[C@@H](O)[C@H]2O)C=C(C(N)=O)C=1.C(Cl)Cl>[C:19]([CH2:18][C@@H:15]1[C@H:12]([CH2:11][C:8]([OH:10])=[O:9])[CH2:13][O:14][C:16]1=[O:17])([OH:21])=[O:20] |f:1.2|. Procedure details: Glycine (18.8 grams) is dissolved in 2 liters of deionized water, and the pH is adjusted by the addition of 10% sodium hydroxide to 9.0. 2,3-bis-carboxymethyl-1,4-butanediol (10.0 grams) is dissolved in 150 ml of acetone added to the glycine solution with stirring, followed by the addition of β-NAD+ (Sigma, 0.5 grams). To the resulting solution is added horse liver alcohol dehydrogenase (Sigma, 250 mg, approximately 400 units). After the enzyme has dissolved the pH is readjusted to 9.0 with 10% ... Starting materials: [H-].C(C(C)C)[Al+]CC(C)C (Di-isobutylaluminum hydride), ice, FC1=C(C#N)C=CC(=C1)NCCCCCCCCCCCCCCCC (2-fluoro-4-(hexadecylamino)benzonitrile), CO (methanol). Run in C1(=CC=CC=C1)C (toluene). Run at time 30 minute. The product is FC1=C(C=O)C=CC(=C1)NCCCCCCCCCCCCCCCC (2-fluoro-4-(hexadecylamino)benzaldehyde). RXN SMILES: [H-].C([Al+]CC(C)C)C(C)C.[F:11][C:12]1[CH:19]=[C:18]([NH:20][CH2:21][CH2:22][CH2:23][CH2:24][CH2:25][CH2:26][CH2:27][CH2:28][CH2:29][CH2:30][CH2:31][CH2:32][CH2:33][CH2:34][CH2:35][CH3:36])[CH:17]=[CH:16][C:13]=1[C:14]#N.C[OH:38]>C1(C)C=CC=CC=1>[F:11][C:12]1[CH:19]=[C:18]([NH:20][CH2:21][CH2:22][CH2:23][CH2:24][CH2:25][CH2:26][CH2:27][CH2:28][CH2:29][CH2:30][CH2:31][CH2:32][CH2:33][CH2:34][CH2:35][CH3:36])[CH:17]=[CH:16][C:13]=1[CH:14]=[O:38] |f:0.1|. Procedure details: Di-isobutylaluminum hydride (54 ml., 25% solution in toluene) is added with stirring to a solution of the 2-fluoro-4-(hexadecylamino)benzonitrile under a nitrogen atmosphere. The temperature rises to 40° C. during the addition which takes 30 minutes and the reaction is then stirred for 1 hour. A solution of methanol in toluene (50 ml., 1:1) is added during 30 minutes and the mixture is poured into vigorously stirred ice-cold aqueous sulfuric acid (500 ml., 5%). After 10 minutes, diatomaceous ear...